This data is from the Open Reaction Database (ORD), a public repository of structured organic reaction records. The task is: describe an organic reaction: reactants, conditions, products, and yield The solvent is C(C)O (ethanol), C(C)O (ethanol). The reactants are N (ammonia), COCCN(C1=C(C=CC=C1)N=C=S)CCOC (2-[bis(2-methoxyethyl)amino]phenyl isothiocyanate). The product is COCCN(C1=C(C=CC=C1)NC(=S)N)CCOC (1-{2-[bis(2-methoxyethyl)amino]phenyl}thiourea). As a reaction SMILES: [NH3:1].[CH3:2][O:3][CH2:4][CH2:5][N:6]([CH2:16][CH2:17][O:18][CH3:19])[C:7]1[CH:12]=[CH:11][CH:10]=[CH:9][C:8]=1[N:13]=[C:14]=[S:15]>C(O)C>[CH3:19][O:18][CH2:17][CH2:16][N:6]([CH2:5][CH2:4][O:3][CH3:2])[C:7]1[CH:12]=[CH:11][CH:10]=[CH:9][C:8]=1[NH:13][C:14]([NH2:1])=[S:15]. Reaction conditions: temperature 10 celsius, time 8 hour. Procedure: A saturated solution of ammonia in ethanol (40 ml) was added over 40 minutes to a mixture of 2-[bis(2-methoxyethyl)amino]phenyl isothiocyanate (7.5 g) and ethanol (10 ml) which had been cooled to 10° C. The mixture was stirred at 0° C. for 8 hours and then stirred without cooling for 16 hours. The solvent was then removed by evaporation and the residue purified by chromatography on a silica column eluted with a 1:4 mixture of ethyl acetate and hexane and then a 1:1 mixture of ethyl acetate and h... Reactants: ClC1=CC=2C(=NN(N2)C2=C(C(=CC(=C2)C(C)(C)C)C(C)(C)C)O)C=C1 (5-chloro-2-(2-hydroxy-3,5-di-tert-butylphenyl)-2H-benzotriazole), CN1C(CCC1)=O (N-methyl-pyrrolidinone), [OH-].[K+] (potassium hydroxide), C(CCCCCCC)S (n-octyl mercaptan), Cl (hydrochloric acid). The solvent is C=1(C(=CC=CC1)C)C (xylene). Reaction conditions: temperature 172.5 celsius, time 4.5 hour. The product is C(CCCCCCC)SC1=CC=2C(=NN(N2)C2=C(C(=CC(=C2)C(C)(C)C)C(C)(C)C)O)C=C1 (5-n-octylthio-2-(2-hydroxy-3,5-di-tert-butylphenyl)-2H-benzotriazole). RXN SMILES: Cl[C:2]1[CH:25]=[CH:24][C:5]2=[N:6][N:7]([C:9]3[CH:14]=[C:13]([C:15]([CH3:18])([CH3:17])[CH3:16])[CH:12]=[C:11]([C:19]([CH3:22])([CH3:21])[CH3:20])[C:10]=3[OH:23])[N:8]=[C:4]2[CH:3]=1.CN1CCCC1=O.[OH-].[K+].[CH2:35]([SH:43])[CH2:36][CH2:37][CH2:38][CH2:39][CH2:40][CH2:41][CH3:42].Cl>C1(C)C(C)=CC=CC=1>[CH2:35]([S:43][C:2]1[CH:25]=[CH:24][C:5]2=[N:6][N:7]([C:9]3[CH:14]=[C:13]([C:15]([CH3:18])([CH3:17])[CH3:16])[CH:12]=[C:11]([C:19]([CH3:22])([CH3:21])[CH3:20])[C:10]=3[OH:23])[N:8]=[C:4]2[CH:3]=1)[CH2:36][CH2:37][CH2:38][CH2:39][CH2:40][CH2:41][CH3:42] |f:2.3|. Reported procedure: To a 500-mL, round-bottomed flask are charged 30 g (0.083 mol) of 5-chloro-2-(2-hydroxy-3,5-di-tert-butylphenyl)-2H-benzotriazole, 65 g (0.65 mol) of N-methyl-pyrrolidinone, 13.5 g (0.21 mol) of potassium hydroxide pellets and 25 g (0.16 mol) of n-octyl mercaptan are added. The mixture is agitated and the resultant slurry is heated to 170-175° C. and held at that temperature for 4.5 hours. The reaction mixture is then cooled to 120° C. at which time 150 g of xylene and 90 g of 10% aqueous hydroc...